Task: describe an organic reaction: reactants, conditions, products, and yield. Dataset: the Open Reaction Database (ORD), a public repository of structured organic reaction records Starting materials: COC(=C1C(=O)N(C(C)=O)c2ccc(C(C)=O)cc21)c1ccc([N+](=O)[O-])cc1, CN(C)C=O, CN1CCC(N)CC1. The product is CC(=O)c1ccc2c(c1)C(=C(NC1CCN(C)CC1)c1ccc([N+](=O)[O-])cc1)C(=O)N2C(C)=O. As a reaction SMILES: [C:1]([CH3:2])(=[O:3])[N:4]1[C:5](=[O:28])[C:6](=[C:16]([O:17][CH3:18])[c:19]2[cH:20][cH:21][c:22]([N+:25](=[O:26])[O-:27])[cH:23][cH:24]2)[c:7]2[cH:8][c:9]([C:13]([CH3:14])=[O:15])[cH:10][cH:11][c:12]21.[CH3:37][N:38]([CH3:39])[CH:40]=[O:41].[NH2:29][CH:30]1[CH2:31][CH2:32][N:33]([CH3:36])[CH2:34][CH2:35]1>>[C:1]([CH3:2])(=[O:3])[N:4]1[C:5](=[O:28])[C:6](=[C:16]([c:19]2[cH:20][cH:21][c:22]([N+:25](=[O:26])[O-:27])[cH:23][cH:24]2)[NH:29][CH:30]2[CH2:31][CH2:32][N:33]([CH3:36])[CH2:34][CH2:35]2)[c:7]2[cH:8][c:9]([C:13]([CH3:14])=[O:15])[cH:10][cH:11][c:12]21. Reaction SMILES: S(=O)(=O)(O)[OH:2].[CH3:6][N:7]1[C:11]([N+:12]([O-:14])=[O:13])=[CH:10][N:9]=[C:8]1[CH:15]=[CH:16][C:17]1[CH:22]=[CH:21][CH:20]=[C:19]([C:23]#[N:24])[CH:18]=1>>[CH3:6][N:7]1[C:11]([N+:12]([O-:14])=[O:13])=[CH:10][N:9]=[C:8]1[CH:15]=[CH:16][C:17]1[CH:22]=[CH:21][CH:20]=[C:19]([C:23](=[O:2])[NH2:24])[CH:18]=1. Starting materials: S(O)(O)(=O)=O (sulfuric acid), CN1C(=NC=C1[N+](=O)[O-])C=CC1=CC(=CC=C1)C#N (1-methyl-5-nitro-2-[2-(3-cyanophenyl)vinyl]imidazole), ice water. Reported procedure: To 5 ml. of cold 90% sulfuric acid was added 1 g. (0.004 mole) of 1-methyl-5-nitro-2-[2-(3-cyanophenyl)vinyl]imidazole, and the resulting solution was warmed on a steam bath for five minutes and then poured into ice water. The solid which separated was collected by filtration, washed with water, dried and recrystallized from ethanol to give 1-methyl-5-nitro-2-[2-(3-carbamylphenyl)vinyl]imidazole, m.p. 254°-256° C. Product: CN1C(=NC=C1[N+](=O)[O-])C=CC1=CC(=CC=C1)C(N)=O (1-methyl-5-nitro-2-[2-(3-carbamylphenyl)vinyl]imidazole). Reactants: ClCCl, O, CC(C)C(O)c1ccc2c(c1)CCO2, O=S(Cl)Cl. Product: CC(C)C(Cl)c1ccc2c(c1)CCO2. Reaction SMILES: [Cl:20][CH2:21][Cl:22].[OH2:19].[OH:5][CH:6]([CH:7]([CH3:8])[CH3:9])[c:10]1[cH:11][cH:12][c:13]2[c:14]([cH:18]1)[CH2:15][CH2:16][O:17]2.[S:1]([Cl:2])([Cl:3])=[O:4]>>[Cl:3][CH:6]([CH:7]([CH3:8])[CH3:9])[c:10]1[cH:11][cH:12][c:13]2[c:14]([cH:18]1)[CH2:15][CH2:16][O:17]2. Starting materials: O=C(CBr)c1ccccc1, CCO, [K+], N#C[S-]. Product: N#CSCC(=O)c1ccccc1. Reaction SMILES: [Br:1][CH2:2][C:3](=[O:4])[c:5]1[cH:6][cH:7][cH:8][cH:9][cH:10]1.[CH3:15][CH2:16][OH:17].[K+:11].[S-:12][C:13]#[N:14]>>[CH2:2]([C:3](=[O:4])[c:5]1[cH:6][cH:7][cH:8][cH:9][cH:10]1)[S:12][C:13]#[N:14]. The reactants are [C@H]12CCC[C@H](CC1)N2C (tropane), ClC(=O)OC(C)Cl (a-chloro-ethyl chloroformate). Solvent: C1(=CC=CC=C1)C (toluene). Run at temperature 120 celsius. Yields the product Cl.C12CCCC(CC1)N2 (8-Azabicyclo[3.2.1]octane Hydrochloride). Isolated yield 98.4%. Reaction SMILES: [C@@H:1]12[N:8](C)[C@@H:5]([CH2:6][CH2:7]1)[CH2:4][CH2:3][CH2:2]2.[Cl:10]C(OC(Cl)C)=O>C1(C)C=CC=CC=1>[ClH:10].[CH:5]12[NH:8][CH:1]([CH2:7][CH2:6]1)[CH2:2][CH2:3][CH2:4]2 |f:3.4|. Procedure: To an oven-dried, 100-mL, round-bottomed flask was added tropane (2.5 g, 19.96 mmol) followed by toluene (20 mL), and a-chloro-ethyl chloroformate (3.2 mL, 30 mmol). The flask was purged with N2 and the mixture was heated at 120° C. for 16 h. The reaction was allowed to cool to room temperature and the solvent was evaporated in vacuo. The resulting residue was dissolved in MeOH (20 mL) and heated to reflux at 85° C. for 3 h. The solvent was evaporated in vacuo and the product dried under vacuum ... Starting materials: ClCCCl, CNCc1c(C)oc2ccccc12, Cl, CC(C)(O)c1cc(C=CC(=O)O)cnc1N, CN(C)C=O, O, On1nnc2ccccc21. Yields the product Cc1oc2ccccc2c1CN(C)C(=O)C=Cc1cnc(N)c(C(C)(C)O)c1. Reaction SMILES: [CH2:1]([Cl:2])[CH2:3][Cl:4].[CH3:32][NH:33][CH2:34][c:35]1[c:36]([CH3:44])[o:37][c:38]2[c:39]1[cH:40][cH:41][cH:42][cH:43]2.[ClH:5].[NH2:6][c:7]1[c:8]([C:18]([CH3:19])([CH3:20])[OH:21])[cH:9][c:10]([CH:13]=[CH:14][C:15](=[O:16])[OH:17])[cH:11][n:12]1.[O:45]=[CH:46][N:47]([CH3:48])[CH3:49].[OH2:50].[OH:22][n:23]1[c:24]2[c:25]([cH:26][cH:27][cH:28][cH:29]2)[n:30][n:31]1>>[NH2:6][c:7]1[c:8]([C:18]([CH3:19])([CH3:20])[OH:21])[cH:9][c:10]([CH:13]=[CH:14][C:15](=[O:17])[N:33]([CH3:32])[CH2:34][c:35]2[c:36]([CH3:44])[o:37][c:38]3[c:39]2[cH:40][cH:41][cH:42][cH:43]3)[cH:11][n:12]1. Reactants: C(C1=CC=CC=C1)OC(=O)N[C@@H](C(C)C)C(=O)OC1=CC=C(C(=O)OCCl)C=C1 (Chloromethyl 4-(N-benzyloxycarbonyl-L-valyloxy)benzoate), [I-] (iodide). Product: C(C1=CC=CC=C1)OC(=O)N[C@@H](C(C)C)C(=O)OC1=CC=C(C(=O)OCI)C=C1 (Iodomethyl 4-(N-benzyloxycarbonyl-L-valyloxy)benzoate). Reaction SMILES: [CH2:1]([O:8][C:9]([NH:11][C@H:12]([C:16]([O:18][C:19]1[CH:29]=[CH:28][C:22]([C:23]([O:25][CH2:26]Cl)=[O:24])=[CH:21][CH:20]=1)=[O:17])[CH:13]([CH3:15])[CH3:14])=[O:10])[C:2]1[CH:7]=[CH:6][CH:5]=[CH:4][CH:3]=1.[I-:30]>>[CH2:1]([O:8][C:9]([NH:11][C@H:12]([C:16]([O:18][C:19]1[CH:29]=[CH:28][C:22]([C:23]([O:25][CH2:26][I:30])=[O:24])=[CH:21][CH:20]=1)=[O:17])[CH:13]([CH3:15])[CH3:14])=[O:10])[C:2]1[CH:7]=[CH:6][CH:5]=[CH:4][CH:3]=1. Procedure details: Chloromethyl 4-(N-benzyloxycarbonyl-L-valyloxy)benzoate was converted to iodide by the method described in Example A-I-1, step e to give the title compound (1.16 g) practically pure. Rf (2%MeOH/CHCl3) 0.80.